Dataset: the Open Reaction Database (ORD), a public repository of structured organic reaction records. Task: describe an organic reaction: reactants, conditions, products, and yield The reactants are C1=CC=CC=2C3=CC=CC=C3C(C12)COC(=O)Cl (9-fluorenylmethoxycarbonyl chloride), NCC(=O)O (Glycine), O (water). Solvent: O1CCOCC1 (dioxane), NaCO3. The product is N(CC(=O)O)C(=O)OCC1C2=CC=CC=C2C2=CC=CC=C12 (Fmoc-Gly). RXN SMILES: [NH2:1][CH2:2][C:3]([OH:5])=[O:4].[CH:6]1[C:18]2[CH:17]([CH2:19][O:20][C:21](Cl)=[O:22])[C:16]3[C:11](=[CH:12][CH:13]=[CH:14][CH:15]=3)[C:10]=2[CH:9]=[CH:8][CH:7]=1.O>O1CCOCC1>[NH:1]([C:21]([O:20][CH2:19][CH:17]1[C:16]2[C:11](=[CH:12][CH:13]=[CH:14][CH:15]=2)[C:10]2[C:18]1=[CH:6][CH:7]=[CH:8][CH:9]=2)=[O:22])[CH2:2][C:3]([OH:5])=[O:4]. Procedure details: Glycine (Gly) (0.5 g, 6.66 mmole) was dissolved in 10% NaCO3 (14 ml) under stirring in a 50-ml flask. To the resulting solution, which had been put into an ice bath, 9-fluorenylmethoxycarbonyl chloride (Fmoc-Cl) (1.72 g, 6.66 mmol) in dioxane (12 ml) was gradually added. The reaction mixture was stirred at room temperature for 4 hours, and water (150 ml) was then added. The aqueous phase layer was separated from the reaction mixture and stripped with ether three times (75 ml×3). The stripped aqu... The reactants are CC1(OB(OC1(C)C)C1=CC(=C(OCCO)C=C1)C(F)(F)F)C (2-(4-(4,4,5,5-Tetramethyl-1,3,2-dioxaborolan-2-yl)-2-(trifluoromethyl)phenoxy)ethanol), NC=1C(=NC(=CC1NC)Cl)C#N (3-amino-6-chloro-4-(methylamino)picolinonitrile), P(=O)([O-])([O-])[O-].[K+].[K+].[K+] (potassium phosphate), O (Water). Reagents/catalysts: C=1C=CC(=CC1)/C=C/C(=O)/C=C/C2=CC=CC=C2.C=1C=CC(=CC1)/C=C/C(=O)/C=C/C2=CC=CC=C2.C=1C=CC(=CC1)/C=C/C(=O)/C=C/C2=CC=CC=C2.[Pd].[Pd] (tris(dibenzylideneacetone)dipalladium(0)). Run in O1CCOCC1 (Dioxane), C(C)(=O)OCC (ethyl acetate). The product is NC=1C(=NC(=CC1NC)C1=CC(=C(C=C1)OCCO)C(F)(F)F)C#N (3-amino-6-(4-(2-hydroxyethoxy)-3-(trifluoromethyl)phenyl)-4-(methylamino)picolinonitrile). Yield: 146.1%. Reaction SMILES: CC1(C)C(C)(C)OB([C:9]2[CH:18]=[CH:17][C:12]([O:13][CH2:14][CH2:15][OH:16])=[C:11]([C:19]([F:22])([F:21])[F:20])[CH:10]=2)O1.[NH2:24][C:25]1[C:26]([C:34]#[N:35])=[N:27][C:28](Cl)=[CH:29][C:30]=1[NH:31][CH3:32].P([O-])([O-])([O-])=O.[K+].[K+].[K+].O>O1CCOCC1.C(OCC)(=O)C.C1C=CC(/C=C/C(/C=C/C2C=CC=CC=2)=O)=CC=1.C1C=CC(/C=C/C(/C=C/C2C=CC=CC=2)=O)=CC=1.C1C=CC(/C=C/C(/C=C/C2C=CC=CC=2)=O)=CC=1.[Pd].[Pd]>[NH2:24][C:25]1[C:26]([C:34]#[N:35])=[N:27][C:28]([C:9]2[CH:18]=[CH:17][C:12]([O:13][CH2:14][CH2:15][OH:16])=[C:11]([C:19]([F:20])([F:21])[F:22])[CH:10]=2)=[CH:29][C:30]=1[NH:31][CH3:32] |f:2.3.4.5,9.10.11.12.13|. Procedure: 2-(4-(4,4,5,5-Tetramethyl-1,3,2-dioxaborolan-2-yl)-2-(trifluoromethyl)phenoxy)ethanol (7.1 g), 3-amino-6-chloro-4-(methylamino)picolinonitrile (21.38 mmol, 3.90 g), potassium phosphate, tribasic (13.61 g), tricyclohexylphosohine (0.719 g), and tris(dibenzylideneacetone)dipalladium(0) (0.979 g) were dissolved in Dioxane (100 ml) and Water (40.0 ml) and stirred under nitrogen at 100° C. for 3 hrs. The mixture was diluted with ethyl acetate and filtered through celite. Filtrate was washed with wate...